This data is from the Open Reaction Database (ORD), a public repository of structured organic reaction records. The task is: describe an organic reaction: reactants, conditions, products, and yield Reactants: 1-N, Cl (hydrochloric acid), [OH-].[Na+] (sodium hydroxide), C(CC1=CC=CC=C1)NC(C(=CC1=C(C=C(C(=C1)OC)OC)N)C)=O (3-(2-amino-4,5-dimethoxyphenyl)-2-methyl-2-propenoic acid phenethyl amide), NC1=C(C=CC=C1)C1=C(C=CC(=C1)Cl)C=C(C(=O)OCC)C (ethyl 3-(2-aminophenyl-4-chlorophenyl)-2-methyl-2-propenate). Solvent: O1CCCC1 (tetrahydrofuran). Yields the product NC1=C(C=CC(=C1)Cl)C=C(C(=O)O)C (3-(2-amino-4-chlorophenyl)-2-methyl-2-propenoic acid). The yield is 94.0%. RXN SMILES: C([NH:9]C(=O)C(C)=CC1C=C(OC)C(OC)=CC=1N)CC1C=CC=CC=1.NC1C=CC=CC=1[C:33]1[CH:38]=[C:37]([Cl:39])[CH:36]=[CH:35][C:34]=1[CH:40]=[C:41]([CH3:47])[C:42]([O:44]CC)=[O:43].[OH-].[Na+].Cl>O1CCCC1>[NH2:9][C:33]1[CH:38]=[C:37]([Cl:39])[CH:36]=[CH:35][C:34]=1[CH:40]=[C:41]([CH3:47])[C:42]([OH:44])=[O:43] |f:2.3|. Procedure details: Into 10 ml of tetrahydrofuran (THF), 1.24 g (5.18 mmol) of (E) ethyl 3-(2-aminophenyl-4-chlorophenyl)-2-methyl-2-propenate were dissolved; and, with 10 ml of a 1-N aqueous sodium hydroxide solution being added thereto, the mixture was reacted at 40° C. for 4 hours. After the completion of the reaction was verified by TLC, the mixture was cooled with 10 ml of 1-N hydrochloric acid being added thereto. The precipitated crystal was filtered out, whereby 1.03 g of the aimed compound were obtained (y... Reactants: FC1=C(C=C(C(=C1)Cl)OS(=O)(=O)C)NN (2-fluoro-4-chloro-5-methylsulfonyloxyphenylhydrazine), C(C)(=O)CC(C)=O (acetylacetone), C(C)O (ethanol), O (water). Run in C1(=CC=CC=C1)C (toluene). Yields the product FC1=C(C=C(C(=C1)Cl)OS(=O)(=O)C)N1N=C(C=C1C)C (1-(2-fluoro-4-chloro-5-methylsulfonyloxyphenyl)-3,5-dimethylpyrazole). The yield is 92.0%. Reaction SMILES: [F:1][C:2]1[CH:7]=[C:6]([Cl:8])[C:5]([O:9][S:10]([CH3:13])(=[O:12])=[O:11])=[CH:4][C:3]=1[NH:14][NH2:15].[C:16]([CH2:19][C:20](=O)[CH3:21])(=O)[CH3:17].C(O)C.O>C1(C)C=CC=CC=1>[F:1][C:2]1[CH:7]=[C:6]([Cl:8])[C:5]([O:9][S:10]([CH3:13])(=[O:11])=[O:12])=[CH:4][C:3]=1[N:14]1[C:20]([CH3:21])=[CH:19][C:16]([CH3:17])=[N:15]1. Reported procedure: A mixture of 2-fluoro-4-chloro-5-methylsulfonyloxyphenylhydrazine (25.5 g), acetylacetone (10.0 g), ethanol (100 ml) and water (100 ml) was refluxed for 2 hours. After cooling, toluene was added to the reaction mixture to separate layers. The toluene layer as separated was washed with water and then subjected to distillation under a reduced pressure to remove the toluene, yielding the titled compound (29.3 g) as pale yellow crystals. Recrystallization from a mixture of hexane/ethyl acetate gave ... RXN SMILES: I[C:2]1[C:3]2[CH2:33][NH:32][C:31](=[O:34])[C:4]=2[C:5]([NH:23][C:24]2[CH:25]=[C:26]([CH3:30])[CH:27]=[CH:28][CH:29]=2)=[N:6][C:7]=1[NH:8][C@@H:9]1[CH2:14][CH2:13][CH2:12][CH2:11][C@@H:10]1[NH:15][C:16](=[O:22])[O:17][C:18]([CH3:21])([CH3:20])[CH3:19].[C:35]([Zn]C#N)#[N:36]>[Zn].C1C=CC(P(C2C=CC=CC=2)[C-]2C=CC=C2)=CC=1.C1C=CC(P(C2C=CC=CC=2)[C-]2C=CC=C2)=CC=1.[Fe+2].C1C=CC(/C=C/C(/C=C/C2C=CC=CC=2)=O)=CC=1.C1C=CC(/C=C/C(/C=C/C2C=CC=CC=2)=O)=CC=1.C1C=CC(/C=C/C(/C=C/C2C=CC=CC=2)=O)=CC=1.[Pd].[Pd].CN(C)C(=O)C>[C:35]([C:2]1[C:3]2[CH2:33][NH:32][C:31](=[O:34])[C:4]=2[C:5]([NH:23][C:24]2[CH:25]=[C:26]([CH3:30])[CH:27]=[CH:28][CH:29]=2)=[N:6][C:7]=1[NH:8][C@@H:9]1[CH2:14][CH2:13][CH2:12][CH2:11][C@@H:10]1[NH:15][C:16](=[O:22])[O:17][C:18]([CH3:19])([CH3:21])[CH3:20])#[N:36] |f:3.4.5,6.7.8.9.10|. Procedure details: To an oven-dried microwave vial was added tert-butyl (1S,2R)-2-(7-iodo-3-oxo-4-(m-tolylamino)-2,3-dihydro-1H-pyrrolo[3,4-c]pyridin-6-ylamino)cyclohexylcarbamate (47.0 mg, 0.081 mmol), dicyanozinc (5.74 mg, 0.049 mmol), zinc powder (0.532 mg, 8.14 μmol), dppf (0.451 mg, 0.814 μmol), and Pd2(dba)3 (0.745 mg, 0.814 μmol). N,N-Dimethylacetamide (814 μL) was added and the resulting dark brown solution was degassed with nitrogen for 3 min. The vial was capped and heated at 80° C. with stirring for 1 h... The product is C(#N)C=1C2=C(C(=NC1N[C@H]1[C@H](CCCC1)NC(OC(C)(C)C)=O)NC=1C=C(C=CC1)C)C(NC2)=O (tert-Butyl (1S,2R)-2-(7-cyano-3-oxo-4-(m-tolylamino)-2,3-dihydro-1H-pyrrolo[3,4-c]pyridin-6-ylamino)cyclohexylcarbamate). Starting materials: IC=1C2=C(C(=NC1N[C@H]1[C@H](CCCC1)NC(OC(C)(C)C)=O)NC=1C=C(C=CC1)C)C(NC2)=O (tert-butyl (1S,2R)-2-(7-iodo-3-oxo-4-(m-tolylamino)-2,3-dihydro-1H-pyrrolo[3,4-c]pyridin-6-ylamino)cyclohexylcarbamate), C(#N)[Zn]C#N (dicyanozinc). Reagents/catalysts: [Zn] (zinc), C1=CC=C(C=C1)P([C-]2C=CC=C2)C3=CC=CC=C3.C1=CC=C(C=C1)P([C-]2C=CC=C2)C3=CC=CC=C3.[Fe+2] (dppf), C=1C=CC(=CC1)/C=C/C(=O)/C=C/C2=CC=CC=C2.C=1C=CC(=CC1)/C=C/C(=O)/C=C/C2=CC=CC=C2.C=1C=CC(=CC1)/C=C/C(=O)/C=C/C2=CC=CC=C2.[Pd].[Pd] (Pd2(dba)3). Run in CN(C(C)=O)C (N,N-Dimethylacetamide). Conditions: temperature 80 celsius, time 1 hour. Reactants: NC(C#N)CC1=CC=CC2=CC=CC(=C12)CC ((RS)-2-amino-3-(8-ethyl-naphthalen-1-yl)-propionitrile), [H-].[H-].[H-].[H-].[Li+].[Al+3] (LiAlH4), O (H2O), [OH-].[Na+] (NaOH), O (H2O). Solvent: C1CCOC1 (THF), C1CCOC1 (THF). Run at temperature 0 celsius, time 5 hour. The product is C(C)C=1C=CC=C2C=CC=C(C12)CC(CN)N (3-(8-ethyl-naphthalen-1-yl)-propane-1,2-diamine). The yield is 28.2%. As a reaction SMILES: [H-].[H-].[H-].[H-].[Li+].[Al+3].[NH2:7][CH:8]([CH2:11][C:12]1[C:21]2[C:16](=[CH:17][CH:18]=[CH:19][C:20]=2[CH2:22][CH3:23])[CH:15]=[CH:14][CH:13]=1)[C:9]#[N:10].O.[OH-].[Na+]>C1COCC1>[CH2:22]([C:20]1[CH:19]=[CH:18][CH:17]=[C:16]2[C:21]=1[C:12]([CH2:11][CH:8]([NH2:7])[CH2:9][NH2:10])=[CH:13][CH:14]=[CH:15]2)[CH3:23] |f:0.1.2.3.4.5,8.9|. Reported procedure: A suspension of LiAlH4 (117 mg) in THF (2 ml) was cooled to 0° C. and treated under an argon atmosphere with a solution of (RS)-2-amino-3-(8-ethyl-naphthalen-1-yl)-propionitrile (230 mg) in THF (4 ml). The reaction mixture was stirred for 5 hrs at r.t., then treated sequentially at 0° C. with 0.1 ml H2O, 0.1 ml 4N NaOH and 0.5 ml H2O. After stirring for 30 min, the solid was filtered off and washed with THF. The filtrate was concentrated. The crude product was isolated by column chromatography (... The reactants are C1(=CC=CC=C1)NC(NC=1SC=C(N1)C=O)=O (2-(3-phenylureido)thiazole-4-carbaldehyde), S1C(=S)NC(=O)C1 (rhodanine), N1CCCCC1 (piperidine). Run in C(C)O (ethanol). Product: C1(=CC=CC=C1)NC(NC=1SC=C(N1)C=C1C(NC(S1)=S)=O)=O (5-[2-(3-phenylureido)thiazol-4-ylmethylene]rhodanine). Reaction SMILES: [C:1]1([NH:7][C:8](=[O:17])[NH:9][C:10]2[S:11][CH:12]=[C:13]([CH:15]=O)[N:14]=2)[CH:6]=[CH:5][CH:4]=[CH:3][CH:2]=1.[S:18]1[CH2:24][C:22](=[O:23])[NH:21][C:19]1=[S:20].N1CCCCC1>C(O)C>[C:1]1([NH:7][C:8](=[O:17])[NH:9][C:10]2[S:11][CH:12]=[C:13]([CH:15]=[C:24]3[S:18][C:19](=[S:20])[NH:21][C:22]3=[O:23])[N:14]=2)[CH:6]=[CH:5][CH:4]=[CH:3][CH:2]=1. Procedure: Following a procedure similar to that described in Example 24, the desired compound was prepared from 1 g of 2-(3-phenylureido)thiazole-4-carbaldehyde, 0.6 g of rhodanine, 0.75 g of piperidine and 15 ml of ethanol. The resulting product was a yellow-brown powder having the following physical properties.